From a dataset of the Open Reaction Database (ORD), a public repository of structured organic reaction records. describe an organic reaction: reactants, conditions, products, and yield The reactants are CN(C)CC(C)(C)CN, Clc1nn2c(-c3ccccc3)nnc2cc1C1CCC1, O. Product: CN(C)CC(C)(C)CNc1nn2c(-c3ccccc3)nnc2cc1C1CCC1. Reaction SMILES: [CH3:21][N:22]([CH2:23][C:24]([CH2:25][NH2:26])([CH3:27])[CH3:28])[CH3:29].[Cl:1][c:2]1[c:3]([CH:17]2[CH2:18][CH2:19][CH2:20]2)[cH:4][c:5]2[n:6]([n:7]1)[c:8](-[c:11]1[cH:12][cH:13][cH:14][cH:15][cH:16]1)[n:9][n:10]2.[OH2:30]>>[c:2]1([NH:26][CH2:25][C:24]([CH2:23][N:22]([CH3:21])[CH3:29])([CH3:27])[CH3:28])[c:3]([CH:17]2[CH2:18][CH2:19][CH2:20]2)[cH:4][c:5]2[n:6]([n:7]1)[c:8](-[c:11]1[cH:12][cH:13][cH:14][cH:15][cH:16]1)[n:9][n:10]2.